This data is from the Open Reaction Database (ORD), a public repository of structured organic reaction records. The task is: describe an organic reaction: reactants, conditions, products, and yield Starting materials: C([O-])(O)=O.[Na+] (sodium bicarbonate), ClC1=C(C(=NN1C1=CC=CC=C1)C1=CC=C(C=C1)Cl)CC#N (5-chloro-3-p-chlorophenyl-1-phenyl-pyrazole-4-acetonitrile), C(C)O (ethanol), S(O)(O)(=O)=O (sulfuric acid). Run in O (water). Product: C(C)OC(CC=1C(=NN(C1Cl)C1=CC=CC=C1)C1=CC=C(C=C1)Cl)=O.O (water ethyl 5-chloro-3-p-chlorophenyl-1-phenyl-pyrazole-4-acetate). Yield: 69.0%. RXN SMILES: [Cl:1][C:2]1[N:6]([C:7]2[CH:12]=[CH:11][CH:10]=[CH:9][CH:8]=2)[N:5]=[C:4]([C:13]2[CH:18]=[CH:17][C:16]([Cl:19])=[CH:15][CH:14]=2)[C:3]=1[CH2:20][C:21]#N.[CH2:23]([OH:25])[CH3:24].S(=O)(=O)(O)[OH:27].C(=O)(O)[O-:32].[Na+]>O>[CH2:23]([O:25][C:21](=[O:27])[CH2:20][C:3]1[C:4]([C:13]2[CH:18]=[CH:17][C:16]([Cl:19])=[CH:15][CH:14]=2)=[N:5][N:6]([C:7]2[CH:12]=[CH:11][CH:10]=[CH:9][CH:8]=2)[C:2]=1[Cl:1])[CH3:24].[OH2:32] |f:3.4,6.7|. Procedure: 10 g of 5-chloro-3-p-chlorophenyl-1-phenyl-pyrazole-4-acetonitrile, 100 ml of ethanol, 1.5 ml of water and 15 ml of concentrated sulfuric acid are heated for 16 hours at boiling point. The liquid is poured on to ice, made alkaline with sodium bicarbonate solution extracted with ether and reduced in bulk. After recrystallisation from ethanol and water ethyl 5-chloro-3-p-chlorophenyl-1-phenyl-pyrazole-4-acetate is obtained with a 69% yield; F 51.5°-52.5° (from ether/petroleum ether). Run in ClCCl (dichloromethane). Reactants: N1CCOCC1 (morpholine), C(C)(C)N(CC)C(C)C (diisopropylethylamine), ClC=1N=C(C2=C(N1)N=CC(=C2)[N+](=O)[O-])Cl (2,4-Dichloro-6-nitro-pyrido[2,3-d]pyrimidine). As a reaction SMILES: [Cl:1][C:2]1[N:3]=[C:4](Cl)[C:5]2[CH:11]=[C:10]([N+:12]([O-:14])=[O:13])[CH:9]=[N:8][C:6]=2[N:7]=1.[NH:16]1[CH2:21][CH2:20][O:19][CH2:18][CH2:17]1.C(N(C(C)C)CC)(C)C>ClCCl>[Cl:1][C:2]1[N:3]=[C:4]([N:16]2[CH2:21][CH2:20][O:19][CH2:18][CH2:17]2)[C:5]2[CH:11]=[C:10]([N+:12]([O-:14])=[O:13])[CH:9]=[N:8][C:6]=2[N:7]=1. Yields the product ClC=1N=C(C2=C(N1)N=CC(=C2)[N+](=O)[O-])N2CCOCC2 (2-chloro-4-morpholino-6-nitro-pyrido[2,3-d]pyrimidine). Procedure details: 2,4-Dichloro-6-nitro-pyrido[2,3-d]pyrimidine (5.8 g; 23.8 mmol) was dissolved in dichloromethane (100 mL), and chilled in a dry ice bath. To the cold solution was added morpholine (2.07 g; 23.8 mmol), and diisopropylethylamine (3.07 g; 23.8 mmol) and it was allowed to warm gradually to room temperature. The solution was washed with a saturated ammonium chloride solution (2×50 mL), dried over magnesium sulfate, and evaporated to give 2-chloro-4-morpholino-6-nitro-pyrido[2,3-d]pyrimidine (6.7 g.). Isolated yield 95.2%. Starting materials: CC(=O)OCC1OC(I)C(N=[N+]=[N-])C(OC(C)=O)C1OC(C)=O, [Cl-]. Yields the product CC(=O)OCC1OC(Cl)C(N=[N+]=[N-])C(OC(C)=O)C1OC(C)=O. Reaction SMILES: [C:1]([CH3:2])(=[O:3])[O:4][CH:5]1[CH:6]([N:21]=[N+:22]=[N-:23])[CH:7]([I:20])[O:8][CH:9]([CH2:15][O:16][C:17]([CH3:18])=[O:19])[CH:10]1[O:11][C:12]([CH3:13])=[O:14].[Cl-:24]>>[C:1]([CH3:2])(=[O:3])[O:4][CH:5]1[CH:6]([N:21]=[N+:22]=[N-:23])[CH:7]([Cl:24])[O:8][CH:9]([CH2:15][O:16][C:17]([CH3:18])=[O:19])[CH:10]1[O:11][C:12]([CH3:13])=[O:14]. Starting materials: CO, Cl, N#Cc1ccc(C2CC(O)(c3cccc(OC4CCCCO4)c3)c3cncn32)c(F)c1. Product: N#Cc1ccc(C2CC(O)(c3cccc(O)c3)c3cncn32)c(F)c1. RXN SMILES: [CH3:33][OH:34].[ClH:32].[F:1][c:2]1[cH:3][c:4]([C:5]#[N:6])[cH:7][cH:8][c:9]1[CH:10]1[CH2:11][C:12]([c:18]2[cH:19][c:20]([O:24][CH:25]3[CH2:26][CH2:27][CH2:28][CH2:29][O:30]3)[cH:21][cH:22][cH:23]2)([OH:31])[c:13]2[n:14]1[cH:15][n:16][cH:17]2>>[F:1][c:2]1[cH:3][c:4]([C:5]#[N:6])[cH:7][cH:8][c:9]1[CH:10]1[CH2:11][C:12]([c:18]2[cH:19][c:20]([OH:24])[cH:21][cH:22][cH:23]2)([OH:31])[c:13]2[n:14]1[cH:15][n:16][cH:17]2. The reactants are C(C)(=O)OC(C1CCC=2N(C3=CC=CC=C3C2)C1=O)C=1N=CN(C1C)C(C1=CC=CC=C1)(C1=CC=CC=C1)C1=CC=CC=C1 (7-[(acetoxy)(5-methyl-1-trityl-1H-imidazol-4-yl)methyl]-8,9-dihydropyrido[1,2-a]indol-6(7H)-one), N12CCCCCC2=NCCC1 (1,8-diazabicyclo[5.4.0]undec-7-ene). Solvent: C1(=CC=CC=C1)C (toluene). Run at temperature 55 celsius, time 2 hour. Yields the product CC1=C(N=CN1C(C1=CC=CC=C1)(C1=CC=CC=C1)C1=CC=CC=C1)C=C1CCC=2N(C3=CC=CC=C3C2)C1=O (8,9-dihydro-7-[(5-methyl-1-trityl-1H-imidazol-4-yl)methylene]pyrido[1,2-a]indol-6(7H)-one). RXN SMILES: C(O[CH:5]([C:20]1[N:21]=[CH:22][N:23]([C:26]([C:39]2[CH:44]=[CH:43][CH:42]=[CH:41][CH:40]=2)([C:33]2[CH:38]=[CH:37][CH:36]=[CH:35][CH:34]=2)[C:27]2[CH:32]=[CH:31][CH:30]=[CH:29][CH:28]=2)[C:24]=1[CH3:25])[CH:6]1[C:18](=[O:19])[N:10]2[C:11]3[C:16]([CH:17]=[C:9]2[CH2:8][CH2:7]1)=[CH:15][CH:14]=[CH:13][CH:12]=3)(=O)C.N12CCCN=C1CCCCC2>C1(C)C=CC=CC=1>[CH3:25][C:24]1[N:23]([C:26]([C:27]2[CH:32]=[CH:31][CH:30]=[CH:29][CH:28]=2)([C:39]2[CH:40]=[CH:41][CH:42]=[CH:43][CH:44]=2)[C:33]2[CH:34]=[CH:35][CH:36]=[CH:37][CH:38]=2)[CH:22]=[N:21][C:20]=1[CH:5]=[C:6]1[C:18](=[O:19])[N:10]2[C:11]3[C:16]([CH:17]=[C:9]2[CH2:8][CH2:7]1)=[CH:15][CH:14]=[CH:13][CH:12]=3. Procedure: To a solution of 7-[(acetoxy)(5-methyl-1-trityl-1H-imidazol-4-yl)methyl]-8,9-dihydropyrido[1,2-a]indol-6(7H)-one in toluene (30 ml) at room temperature was added 1,8-diazabicyclo[5.4.0]undec-7-ene (762 mg). After being stirred at 55° C. for 2 hours, the solution was evaporated in vacuo. The residue was diluted with chloroform, washed with water, and dried over anhydrous magnesium sulfate. After evaporation of the solvent, the residue obtained was purified with silica gel column chromatography (e... The product is compound ( b ), CC=1C=C(C=C(C1[N+](=O)[O-])C)O (3,5-dimethyl-4-nitrophenol). Isolated yield 19.6%. Procedure: Formation of compound (b): To a mixture of 3,5-dimethylphenol (a) (25 g, 205 mmol) and NaNO3 (26.1 g, 307mmol) in ether (200 mL) and water (200 mL), at 0° C., 250 mL of conc.HCl solution was added dropwise within 1 hour under stirring. The reaction mixture was kept under stirring overnight and the temperature was allowed to warm to room temperature. The organic phase was separated and the aqueous phase was extracted with ether (3×100 mL). The combined organic phase was washed with 3N HCl (2×100 ... The reactants are Cl (HCl), compound ( b ), CC=1C=C(C=C(C1)C)O (3,5-dimethylphenol), [N+](=O)([O-])[O-].[Na+] (sodium nitrate). Reaction SMILES: [CH3:1][C:2]1[CH:3]=[C:4]([OH:9])[CH:5]=[C:6]([CH3:8])[CH:7]=1.[N+:10]([O-])([O-:12])=[O:11].[Na+].Cl>CCOCC.O>[CH3:1][C:2]1[CH:3]=[C:4]([OH:9])[CH:5]=[C:6]([CH3:8])[C:7]=1[N+:10]([O-:12])=[O:11] |f:1.2|. Solvent: CCOCC (ether), O (water).